From a dataset of the Open Reaction Database (ORD), a public repository of structured organic reaction records. describe an organic reaction: reactants, conditions, products, and yield Reaction conditions: time 8 minute. The product is C(N)(=O)OCC=1C[S@]([C@H]2N(C1C(=O)O)C([C@H]2NC(C(=NOC)C=2OC=CC2)=O)=O)=O ((1R,6R,7R)-3-Carbamoyloxymethyl-7-[2-(fur-2-yl)-2-methoxyiminoacetamido]ceph-3-em-4-carboxylic Acid 1-Oxide). Procedure details: t-Butyl (1R,6R,7R)-3-carbamoyloxymethyl-7-[2-(fur-2-yl)-2-methoxyiminoacetamido]ceph-3-em-4-carboxylate 1-oxide (syn isomer) (0.42g) was dissolved in trifluoroacetic acid (5ml) and stirred at room temperature for 8 minutes. The solution was evaporated to a red oil in vacuo, dissolved in ethyl acetate:acetone (1:1, 5ml) and added dropwise with stirring to petroleum ether (60°-80°, 50ml). The deposited solid was collected and dried in a desiccator. The crude product was slurried with ethyl acetate... The solvent is FC(C(=O)O)(F)F (trifluoroacetic acid). Yield: 40.3%. As a reaction SMILES: [C:1]([O:4][CH2:5][C:6]1[CH2:7][S@@:8](=[O:34])[C@@H:9]2[C@H:20]([NH:21][C:22](=[O:32])[C:23]([C:27]3[O:28][CH:29]=[CH:30][CH:31]=3)=[N:24][O:25][CH3:26])[C:19](=[O:33])[N:10]2[C:11]=1[C:12]([O:14]C(C)(C)C)=[O:13])(=[O:3])[NH2:2]>FC(F)(F)C(O)=O>[C:1]([O:4][CH2:5][C:6]1[CH2:7][S@@:8](=[O:34])[C@@H:9]2[C@H:20]([NH:21][C:22](=[O:32])[C:23]([C:27]3[O:28][CH:29]=[CH:30][CH:31]=3)=[N:24][O:25][CH3:26])[C:19](=[O:33])[N:10]2[C:11]=1[C:12]([OH:14])=[O:13])(=[O:3])[NH2:2]. The reactants are C(N)(=O)OCC=1C[S@]([C@H]2N(C1C(=O)OC(C)(C)C)C([C@H]2NC(C(=NOC)C=2OC=CC2)=O)=O)=O (t-Butyl (1R,6R,7R)-3-carbamoyloxymethyl-7-[2-(fur-2-yl)-2-methoxyiminoacetamido]ceph-3-em-4-carboxylate 1-oxide). Reactants: BrC1=C(C=CC(C1)(I)F)F (2-Bromo-1,4-difluoro-4-iodobenzene), Cl (hydrochloric acid), ice, C(CCC)C1=CC=C(C=C1)C#C (4-butylphenylacetylene). Reagents/catalysts: Cl[Pd]([P](C1=CC=CC=C1)(C2=CC=CC=C2)C3=CC=CC=C3)([P](C4=CC=CC=C4)(C5=CC=CC=C5)C6=CC=CC=C6)Cl (bis(triphenylphosphine)palladium(II) chloride), [Cu]I (copper(I) iodide). Run in C(C)NCC (diethylamine). Run at temperature 5 celsius. The product is BrC1=CC(=C(C=C1F)C#CC1=CC=C(C=C1)CCCC)F (4-bromo-2,5-difluoro-4'-butyltolane). The yield is 66.8%. Reaction SMILES: [Br:1][C:2]1[CH2:7][C:6]([F:9])(I)[CH:5]=[CH:4][C:3]=1[F:10].[CH2:11]([C:15]1[CH:20]=[CH:19][C:18]([C:21]#[CH:22])=[CH:17][CH:16]=1)[CH2:12][CH2:13][CH3:14].Cl>C(NCC)C.Cl[Pd](Cl)([P](C1C=CC=CC=1)(C1C=CC=CC=1)C1C=CC=CC=1)[P](C1C=CC=CC=1)(C1C=CC=CC=1)C1C=CC=CC=1.[Cu]I>[Br:1][C:2]1[C:3]([F:10])=[CH:4][C:5]([C:22]#[C:21][C:18]2[CH:19]=[CH:20][C:15]([CH2:11][CH2:12][CH2:13][CH3:14])=[CH:16][CH:17]=2)=[C:6]([F:9])[CH:7]=1 |^1:31,50|. Reported procedure: 2-Bromo-1,4-difluoro-4-iodobenzene (11 g) was dissolved in diethylamine (16 ml) under nitrogen atmosphere, and then bis(triphenylphosphine)palladium(II) chloride (0.03 g) and copper(I) iodide (0.03 g) were added thereto, followed by stirring. The flask was cooled to 5° C. or lower, and then 4-butylphenylacetylene (6.2 g) was added dropwise thereto. After stirring at room temperature for 5 hours, the reaction solution was poured into a mixture of concentrated hydrochloric acid (9 ml) and ice (20 ... Reactants: O=C([O-])[O-], CO, Cc1nc(C=O)c(C)n1C1CC1, [K+], [K+]. Yields the product C#Cc1nc(C)n(C2CC2)c1C. Reaction SMILES: [C:1](=[O:2])([O-:3])[O-:4].[CH3:19][OH:20].[CH:7]1([n:10]2[c:11]([CH3:18])[n:12][c:13]([CH:16]=[O:17])[c:14]2[CH3:15])[CH2:8][CH2:9]1.[K+:5].[K+:6]>>[CH:1]#[C:16][c:13]1[n:12][c:11]([CH3:18])[n:10]([CH:7]2[CH2:8][CH2:9]2)[c:14]1[CH3:15]. Reactants: CCCCCCCCCCCc1noc(-c2ccc(C=O)cc2)n1, COc1ccccc1CN. Product: CCCCCCCCCCCc1noc(-c2ccc(CNCc3ccccc3OC)cc2)n1. As a reaction SMILES: [CH2:1]([CH2:2][CH2:3][CH2:4][CH2:5][CH2:6][CH2:7][CH2:8][CH2:9][CH2:10][CH3:11])[c:12]1[n:13][o:14][c:15](-[c:17]2[cH:18][cH:19][c:20]([CH:21]=[O:22])[cH:23][cH:24]2)[n:16]1.[CH3:25][O:26][c:27]1[c:28]([CH2:29][NH2:30])[cH:31][cH:32][cH:33][cH:34]1>>[CH2:1]([CH2:2][CH2:3][CH2:4][CH2:5][CH2:6][CH2:7][CH2:8][CH2:9][CH2:10][CH3:11])[c:12]1[n:13][o:14][c:15](-[c:17]2[cH:18][cH:19][c:20]([CH2:21][NH:30][CH2:29][c:28]3[c:27]([O:26][CH3:25])[cH:34][cH:33][cH:32][cH:31]3)[cH:23][cH:24]2)[n:16]1.